This data is from the Open Reaction Database (ORD), a public repository of structured organic reaction records. The task is: describe an organic reaction: reactants, conditions, products, and yield Reactants: ClC1=CC(=NC(=N1)OC)NCCC1=CC(=C(C=C1)F)F ((6-chloro-2-methoxy-pyrimidin-4-yl)-[2-(3,4-difluoro-phenyl)-ethyl]-amine), C(#N)C=1C=C(C=CC1)B(O)O (3-cyano-phenylboronic acid), C(=O)([O-])[O-].[Cs+].[Cs+] (Cs2CO3). The reagents and catalysts are C=1C=CC(=CC1)[P](C=2C=CC=CC2)(C=3C=CC=CC3)[Pd]([P](C=4C=CC=CC4)(C=5C=CC=CC5)C=6C=CC=CC6)([P](C=7C=CC=CC7)(C=8C=CC=CC8)C=9C=CC=CC9)[P](C=1C=CC=CC1)(C=1C=CC=CC1)C=1C=CC=CC1 (tetrakis(triphenylphosphine)palladium). Solvent: O (water), O (water), COCCOC (DME). The product is FC=1C=C(C=CC1F)CCNC1=CC(=NC(=N1)OC)C=1C=C(C=CC1)O (3-{6-[2-(3,4-difluoro-phenyl)-ethylamino]-2-methoxy-pyrimidin-4-yl}-phenol). Yield: 57.7%. Reaction SMILES: Cl[C:2]1[N:7]=[C:6]([O:8][CH3:9])[N:5]=[C:4]([NH:10][CH2:11][CH2:12][C:13]2[CH:18]=[CH:17][C:16]([F:19])=[C:15]([F:20])[CH:14]=2)[CH:3]=1.C([C:23]1[CH:24]=[C:25](B(O)O)[CH:26]=[CH:27][CH:28]=1)#N.C([O-])([O-])=[O:33].[Cs+].[Cs+]>O.COCCOC.C1C=CC([P]([Pd]([P](C2C=CC=CC=2)(C2C=CC=CC=2)C2C=CC=CC=2)([P](C2C=CC=CC=2)(C2C=CC=CC=2)C2C=CC=CC=2)[P](C2C=CC=CC=2)(C2C=CC=CC=2)C2C=CC=CC=2)(C2C=CC=CC=2)C2C=CC=CC=2)=CC=1>[F:20][C:15]1[CH:14]=[C:13]([CH2:12][CH2:11][NH:10][C:4]2[N:5]=[C:6]([O:8][CH3:9])[N:7]=[C:2]([C:23]3[CH:24]=[C:25]([OH:33])[CH:26]=[CH:27][CH:28]=3)[CH:3]=2)[CH:18]=[CH:17][C:16]=1[F:19] |f:2.3.4,^1:48,50,69,88|. Reported procedure: A solution of (6-chloro-2-methoxy-pyrimidin-4-yl)-[2-(3,4-difluoro-phenyl)-ethyl]-amine (1.6 g), 3-cyano-phenylboronic acid (1.5 g), Cs2CO3 (8.3 g) and tetrakis(triphenylphosphine)palladium (0) (45 mg) in water (8 mL) and DME (32 mL) is heated at 90° C. for 16 hours. The solution is poured into water and extracted with EtOAc (2×200 mL). The combined extract is dried over sodium sulfate, filtered, evaporated in vacuo and chromatographed on silica gel eluting with EtOAc to afford 3-{6-[2-(3,4-difl... Reaction SMILES: [CH3:26][OH:27].[Cl:1][c:2]1[n:3][c:4]2[cH:5][cH:6][cH:7][cH:8][c:9]2[c:10]2[c:11]1[n:12][c:13]([NH:20][CH2:21][CH2:22][O:23][CH3:24])[n:14]2[CH2:15][C:16]([CH3:17])([OH:18])[CH3:19].[NH3:25]>>[c:2]1([NH2:25])[n:3][c:4]2[cH:5][cH:6][cH:7][cH:8][c:9]2[c:10]2[c:11]1[n:12][c:13]([NH:20][CH2:21][CH2:22][O:23][CH3:24])[n:14]2[CH2:15][C:16]([CH3:17])([OH:18])[CH3:19]. Yields the product COCCNc1nc2c(N)nc3ccccc3c2n1CC(C)(C)O. Reactants: CO, COCCNc1nc2c(Cl)nc3ccccc3c2n1CC(C)(C)O, N. Reactants: C=CC#N, CN(C)C(=N)N(C)C, CCO, CCOC(=O)C1=C(C)NC(CS)=C(C(=O)OCC)C1c1cccc([N+](=O)[O-])c1. Yields the product CCOC(=O)C1=C(C)NC(CSCCC#N)=C(C(=O)OCC)C1c1cccc([N+](=O)[O-])c1. As a reaction SMILES: [CH2:29]=[CH:30][C:31]#[N:32].[CH3:33][N:34]([CH3:35])[C:36]([N:37]([CH3:38])[CH3:39])=[NH:40].[CH3:41][CH2:42][OH:43].[SH:1][CH2:2][C:3]1=[C:8]([C:9](=[O:10])[O:11][CH2:12][CH3:13])[CH:7]([c:14]2[cH:15][c:16]([N+:20](=[O:21])[O-:22])[cH:17][cH:18][cH:19]2)[C:6]([C:23](=[O:24])[O:25][CH2:26][CH3:27])=[C:5]([CH3:28])[NH:4]1>>[S:1]([CH2:2][C:3]1=[C:8]([C:9](=[O:10])[O:11][CH2:12][CH3:13])[CH:7]([c:14]2[cH:15][c:16]([N+:20](=[O:21])[O-:22])[cH:17][cH:18][cH:19]2)[C:6]([C:23](=[O:24])[O:25][CH2:26][CH3:27])=[C:5]([CH3:28])[NH:4]1)[CH2:29][CH2:30][C:31]#[N:32]. Starting materials: CC(=O)c1ccc2c(c1)Nc1ccccc1S2, CC(C)(C)[O-], CI, CCOC(C)=O, CN(C)C=O, [K+]. Product: CC(=O)c1ccc2c(c1)N(C)c1ccccc1S2. As a reaction SMILES: [C:1]([CH3:2])(=[O:3])[c:4]1[cH:5][c:6]2[c:15]([cH:16][cH:17]1)[S:14][c:13]1[c:8]([cH:9][cH:10][cH:11][cH:12]1)[NH:7]2.[CH3:18][C:19]([CH3:20])([O-:21])[CH3:22].[CH3:24][I:25].[CH3:26][CH2:27][O:28][C:29](=[O:30])[CH3:31].[CH3:32][N:33]([CH3:34])[CH:35]=[O:36].[K+:23]>>[C:1]([CH3:2])(=[O:3])[c:4]1[cH:5][c:6]2[c:15]([cH:16][cH:17]1)[S:14][c:13]1[c:8]([cH:9][cH:10][cH:11][cH:12]1)[N:7]2[CH3:18]. Starting materials: CO, C=C(NC(C)=O)c1ccc(F)cn1. Yields the product CC(=O)NC(C)c1ccc(F)cn1. As a reaction SMILES: [CH3:14][OH:15].[F:1][c:2]1[cH:3][cH:4][c:5]([C:8](=[CH2:9])[NH:10][C:11]([CH3:12])=[O:13])[n:6][cH:7]1>>[F:1][c:2]1[cH:3][cH:4][c:5]([CH:8]([CH3:9])[NH:10][C:11]([CH3:12])=[O:13])[n:6][cH:7]1. Reactants: CN(CCOC1=CC=C(C(=O)O)C=C1)C (4-[2-(dimethylamino)ethoxy]benzoic acid), COC=1C=CC2=C(SC(=C2)C2CCCC2)C1 (6-methoxy-2-cyclopentylbenzo[b]thiophene). Yields the product COC=1C=CC2=C(SC(=C2C(=O)C2=CC=C(C=C2)OCCN(C)C)C2CCCC2)C1 ((6-methoxy-2-cyclopentylbenzo[b]thien-3-yl)[4-[2-(dimethylamino)ethoxy]phenyl]methanone). Yield: 42.7%. As a reaction SMILES: [CH3:1][N:2]([CH3:15])[CH2:3][CH2:4][O:5][C:6]1[CH:14]=[CH:13][C:9]([C:10]([OH:12])=O)=[CH:8][CH:7]=1.[CH3:16][O:17][C:18]1[CH:19]=[CH:20][C:21]2[CH:25]=[C:24]([CH:26]3[CH2:30][CH2:29][CH2:28][CH2:27]3)[S:23][C:22]=2[CH:31]=1>>[CH3:16][O:17][C:18]1[CH:19]=[CH:20][C:21]2[C:25]([C:10]([C:9]3[CH:8]=[CH:7][C:6]([O:5][CH2:4][CH2:3][N:2]([CH3:1])[CH3:15])=[CH:14][CH:13]=3)=[O:12])=[C:24]([CH:26]3[CH2:30][CH2:29][CH2:28][CH2:27]3)[S:23][C:22]=2[CH:31]=1. Procedure: The same operations as in Preparation example 6 were carried out using 200 mg of 4-[2-(dimethylamino)ethoxy]benzoic acid in place of 4-(2-chloroethoxy)benzoic acid and 45 mg of 6-methoxy-2-cyclopentylbenzo[b]thiophene in place of 6-methoxy-2-cyclohexylbenzo[b]thiophene, and then purification was carried out by TLC (developing solvent, chloroform:methanol=19:1) to obtain 35 mg of (6-methoxy-2-cyclopentylbenzo[b]thien-3-yl)[4-[2-(dimethylamino)ethoxy]phenyl]methanone.